Dataset: the Open Reaction Database (ORD), a public repository of structured organic reaction records. Task: describe an organic reaction: reactants, conditions, products, and yield Reactants: FC(OC1=CC=C(C=C1)C1=NNCC1C1=CC=CC=C1)F (3-(4-difluoromethoxyphenyl)-4-phenyl-2-pyrazoline), ClC1=CC=C(C=C1)N=C=S (4-chlorophenylisothiocyanate). Run in C(C)OCC (ethyl ether). Yields the product ClC1=CC=C(C=C1)NC(=S)N1N=C(C(C1)C1=CC=CC=C1)C1=CC=C(C=C1)OC(F)F (1-(4-Chlorophenylthiocarbamoyl)-3-(4-difluoromethoxyphenyl)-4-phenyl-2-pyrazoline). RXN SMILES: [F:1][CH:2]([F:21])[O:3][C:4]1[CH:9]=[CH:8][C:7]([C:10]2[CH:14]([C:15]3[CH:20]=[CH:19][CH:18]=[CH:17][CH:16]=3)[CH2:13][NH:12][N:11]=2)=[CH:6][CH:5]=1.[Cl:22][C:23]1[CH:28]=[CH:27][C:26]([N:29]=[C:30]=[S:31])=[CH:25][CH:24]=1>C(OCC)C>[Cl:22][C:23]1[CH:28]=[CH:27][C:26]([NH:29][C:30]([N:12]2[CH2:13][CH:14]([C:15]3[CH:16]=[CH:17][CH:18]=[CH:19][CH:20]=3)[C:10]([C:7]3[CH:6]=[CH:5][C:4]([O:3][CH:2]([F:1])[F:21])=[CH:9][CH:8]=3)=[N:11]2)=[S:31])=[CH:25][CH:24]=1. Procedure: A mixture of 5.8 g. of 3-(4-difluoromethoxyphenyl)-4-phenyl-2-pyrazoline and 3.4 g. of 4-chlorophenylisothiocyanate in 200 ml. of anhydrous ethyl ether was refluxed for 6 hours to react them. After cooling the reaction mixture, the precipitated crystal (6.1 g.) was separated by a filtration. It was confirmed that the product was 1-(4-chlorophenylthiocarbamoyl)-3-(4-difluoromethoxyphenyl)-4-phenyl-2-pyrazoline (melting point of 158.0°-161.0° C.) by the NMR spectrum.